This data is from the Open Reaction Database (ORD), a public repository of structured organic reaction records. The task is: describe an organic reaction: reactants, conditions, products, and yield Reactants: CN1N=C(C(=C1)CN(C(=O)C1=CN=C(N1C1=CC=C(C=C1)F)S)C)C (N-((1,3-Dimethyl-1H-pyrazol-4-yl)methyl)-1-(4-fluorophenyl)-2-mercapto-N-methyl-1H-imidazole-5-carboxamide), ClC1=C(C(=CC=C1)F)C#CC=1N(C(=CN1)C(=O)OCC)C1=CC=C(C=C1)F (ethyl 2-((2-chloro-6-fluorophenyl)ethynyl)-1-(4-fluorophenyl)-1H-imidazole-5-carboxylate), [OH-].[Li+] (lithium hydroxide), C1CCOC1 (THF). Solvent: O (water), CO (methanol). Product: ClC1=C(C(=CC=C1)F)C#CC=1N(C(=CN1)C(=O)O)C1=CC=C(C=C1)F (2-((2-Chloro-6-fluorophenyl)ethynyl)-1-(4-fluorophenyl)-1H-imidazole-5-carboxylic acid). RXN SMILES: CN1C=C(CN(C)C(C2N(C3C=CC(F)=CC=3)C(S)=NC=2)=O)C(C)=N1.[Cl:26][C:27]1[CH:32]=[CH:31][CH:30]=[C:29]([F:33])[C:28]=1[C:34]#[C:35][C:36]1[N:37]([C:46]2[CH:51]=[CH:50][C:49]([F:52])=[CH:48][CH:47]=2)[C:38]([C:41]([O:43]CC)=[O:42])=[CH:39][N:40]=1.[OH-].[Li+].C1COCC1>O.CO>[Cl:26][C:27]1[CH:32]=[CH:31][CH:30]=[C:29]([F:33])[C:28]=1[C:34]#[C:35][C:36]1[N:37]([C:46]2[CH:47]=[CH:48][C:49]([F:52])=[CH:50][CH:51]=2)[C:38]([C:41]([OH:43])=[O:42])=[CH:39][N:40]=1 |f:2.3|. Reported procedure: 2-((2-Chloro-6-fluorophenyl)ethynyl)-1-(4-fluorophenyl)-1H-imidazole-5-carboxylic acid (43) was prepared in a similar manner as that described for the synthesis of compound 7 using ethyl 2-((2-chloro-6-fluorophenyl)ethynyl)-1-(4-fluorophenyl)-1H-imidazole-5-carboxylate (42) (44 mg, 0.11 mmol), lithium hydroxide (11 mg, 0.46 mmol), THF (0.1 mL), methanol (0.2 mL), and water (0.4 mL). The reactants are ClC1=C(C=CC=C1)C=1C2=C(N=C(N1)S(=O)(=O)C)N(C(C=C2)=O)C2=C(C=CC=C2)Cl (4,8-bis-(2-chloro-phenyl)-2-methanesulfonyl-8H-pyrido[2,3-d]pyrimidin-7-one), NC(CO)CO (serinol). The product is ClC1=C(C=CC=C1)C=1C2=C(N=C(N1)NC(CO)CO)N(C(C=C2)=O)C2=C(C=CC=C2)Cl (4,8-bis-(2-chloro-phenyl)-2-(2-hydroxy-1-hydroxymethyl-ethylamino)-8H-pyrido[2,3-d]pyrimidin-7-one). As a reaction SMILES: [Cl:1][C:2]1[CH:7]=[CH:6][CH:5]=[CH:4][C:3]=1[C:8]1[C:9]2[CH:21]=[CH:20][C:19](=[O:22])[N:18]([C:23]3[CH:28]=[CH:27][CH:26]=[CH:25][C:24]=3[Cl:29])[C:10]=2[N:11]=[C:12](S(C)(=O)=O)[N:13]=1.[NH2:30][CH:31]([CH2:34][OH:35])[CH2:32][OH:33]>>[Cl:1][C:2]1[CH:7]=[CH:6][CH:5]=[CH:4][C:3]=1[C:8]1[C:9]2[CH:21]=[CH:20][C:19](=[O:22])[N:18]([C:23]3[CH:28]=[CH:27][CH:26]=[CH:25][C:24]=3[Cl:29])[C:10]=2[N:11]=[C:12]([NH:30][CH:31]([CH2:34][OH:35])[CH2:32][OH:33])[N:13]=1. Reported procedure: The product of Example 47, and serinol were reacted by the procedure of Example 60 to afford the title compound 4,8-bis-(2-chloro-phenyl)-2-(2-hydroxy-1-hydroxymethyl-ethylamino)-8H-pyrido[2,3-d]pyrimidin-7-one. 1H-NMR (CDCl3) δ 3.44 (m, 1H), 3.68 (m, 4H), 6.30 (br s, 1H), 6.48 (d, 1H, J=9.7 Hz), 7.24-7.65 (m, 9H). LC MS (m/e)=457 (MH+). Reactants: BrC=1OC(=C(N1)C1=C(N=C2N1N=C(C=C2C(CC)CC)C)C)Br (3-(2,5-Dibromo-oxazol-4-yl)-8-(1-ethyl-propyl)-2,6-dimethyl-imidazo[1,2-b]pyridazine), C([O-])([O-])=O.[Cs+].[Cs+] (cesium carbonate), CNC (dimethylamine), C1CCOC1 (THF), Teflon. Conditions: temperature 130 celsius. The product is BrC1=C(N=C(O1)N(C)C)C1=C(N=C2N1N=C(C=C2C(CC)CC)C)C ({5-Bromo-4-[8-(1-ethyl-propyl)-2,6-dimethyl-imidazo[1,2-b]pyridazin-3-yl]-oxazol-2-yl}-dimethyl-amine). Yield: 87.0%. Reaction SMILES: Br[C:2]1[O:3][C:4]([Br:23])=[C:5]([C:7]2[N:11]3[N:12]=[C:13]([CH3:21])[CH:14]=[C:15]([CH:16]([CH2:19][CH3:20])[CH2:17][CH3:18])[C:10]3=[N:9][C:8]=2[CH3:22])[N:6]=1.C(=O)([O-])[O-].[Cs+].[Cs+].[CH3:30][NH:31][CH3:32].C1COCC1>>[Br:23][C:4]1[O:3][C:2]([N:31]([CH3:32])[CH3:30])=[N:6][C:5]=1[C:7]1[N:11]2[N:12]=[C:13]([CH3:21])[CH:14]=[C:15]([CH:16]([CH2:19][CH3:20])[CH2:17][CH3:18])[C:10]2=[N:9][C:8]=1[CH3:22] |f:1.2.3|. Procedure details: 67 mg of 3-(2,5-Dibromo-oxazol-4-yl)-8-(1-ethyl-propyl)-2,6-dimethyl-imidazo[1,2-b]pyridazine (0.15 mmol), 146 mg of cesium carbonate (0.45 mmol) and 3.0 ml of dimethylamine 2.0M in THF (6 mmol) are placed into a 4 ml of reaction vial and the vial is capped with a Teflon cap. The reaction vial is heated at 130° C. overnight. The reaction mixture is concentrated and applied onto a silica-gel chromatography column (Hexane:AcOE t=3:1) to give 53 mg of the title compound (87%); mass spectrum (m/e): ... Reactants: CCn1cc(C(=O)O)c(=O)c2cc(F)c(Cl)nc21, CN1CCC2(CCNC2)C1, CC#N, Cl, Cl, C1CCC2=NCCCN2CC1. Product: CCn1cc(C(=O)O)c(=O)c2cc(F)c(N3CCC4(CCN(C)C4)C3)nc21. As a reaction SMILES: [CH2:24]([CH3:25])[n:26]1[cH:27][c:28]([C:39](=[O:40])[OH:41])[c:29](=[O:38])[c:30]2[cH:31][c:32]([F:37])[c:33]([Cl:36])[n:34][c:35]12.[CH3:3][N:4]1[CH2:5][C:6]2([CH2:7][CH2:8]1)[CH2:9][NH:10][CH2:11][CH2:12]2.[CH3:42][C:43]#[N:44].[ClH:1].[ClH:2].[N:13]12[CH2:14][CH2:15][CH2:16][N:17]=[C:18]1[CH2:19][CH2:20][CH2:21][CH2:22][CH2:23]2>>[CH3:3][N:4]1[CH2:5][C:6]2([CH2:7][CH2:8]1)[CH2:9][N:10]([c:33]1[c:32]([F:37])[cH:31][c:30]3[c:29](=[O:38])[c:28]([C:39](=[O:40])[OH:41])[cH:27][n:26]([CH2:24][CH3:25])[c:35]3[n:34]1)[CH2:11][CH2:12]2. Starting materials: FC1=CC=CC2=C1NC(CCN2)=O (9-fluoro-4,5-dihydro-1H-benzo[b][1,4]diazepin-2(3H)-one), COC=1C=CC(=CC1)P2(=S)SP(=S)(S2)C=3C=CC(=CC3)OC (Lawesson's Reagent). Solvent: C1CCOC1 (THF). Run at temperature 80 celsius. The product is FC1=CC=CC2=C1NC(CCN2)=S (9-fluoro-4,5-dihydro-1H-benzo[b][1,4]diazepine-2(3H)-thione). Yield: 180.5%. As a reaction SMILES: [F:1][C:2]1[C:7]2[NH:8][C:9](=O)[CH2:10][CH2:11][NH:12][C:6]=2[CH:5]=[CH:4][CH:3]=1.COC1C=CC(P2(SP(C3C=CC(OC)=CC=3)(=S)S2)=[S:23])=CC=1>C1COCC1>[F:1][C:2]1[C:7]2[NH:8][C:9](=[S:23])[CH2:10][CH2:11][NH:12][C:6]=2[CH:5]=[CH:4][CH:3]=1. Reported procedure: A disposable tube was charged with 9-fluoro-4,5-dihydro-1H-benzo[b][1,4]diazepin-2(3H)-one (0.037 g, 0.205 mmol) and THF. Lawesson's Reagent (45.7 mg, 0.113 mmol) was added, and the solution was stirred at 80° C. 1 h. The mixture was concentrated, partitioned between water and ethyl acetate, separated, dried with sodium sulfate, concentrated with celite, and purified by silica gel chromatography (eluting with hexanes/ethyl acetate) to yield 9-fluoro-4,5-dihydro-1H-benzo[b][1,4]diazepine-2(3H)-th... Starting materials: CC(C)(C)O[Al](OC(C)(C)C)OC(C)(C)C, COCCOCCOC, COCCOC, O=C(Cl)CCc1ccc(-c2ccccc2Cl)cc1, [Li+], [OH-]. Product: O=CCCc1ccc(-c2ccccc2Cl)cc1. As a reaction SMILES: [C:20]([O:21][Al:22]([O:23][C:24]([CH3:25])([CH3:26])[CH3:27])[O:28][C:29]([CH3:30])([CH3:31])[CH3:32])([CH3:33])([CH3:34])[CH3:35].[CH3:37][O:38][CH2:39][CH2:40][O:41][CH2:42][CH2:43][O:44][CH3:45].[CH3:46][O:47][CH2:48][CH2:49][O:50][CH3:51].[Cl:1][c:2]1[c:3](-[c:8]2[cH:9][cH:10][c:11]([CH2:14][CH2:15][C:16](=[O:17])[Cl:18])[cH:12][cH:13]2)[cH:4][cH:5][cH:6][cH:7]1.[Li+:36].[OH-:19]>>[Cl:1][c:2]1[c:3](-[c:8]2[cH:9][cH:10][c:11]([CH2:14][CH2:15][CH:16]=[O:17])[cH:12][cH:13]2)[cH:4][cH:5][cH:6][cH:7]1. The reactants are [H-].[Na+] (sodium hydride), C1(=CC=CC=C1)C(C1=CC=CC=C1)OC(=O)C12C(=CC3C2(CC2C(CCC2C1(C3)C=O)C)COC31OC2C(O3)OC(C2O)C1O[Si](C)(C)C(C)(C)C)C(C)C (8a-[[[6-(hydroxy)tetrahydro-7-t-butyldimethylsilyloxy-2,5-methanofuro[2,3-d]-1,3-dioxol-2-yl]oxy]methyl]-4-formyl-4,4a,5,6,7,7a,8,8a-octahydro-7-methyl-3-(1-methylethyl)-1,4-methano-s-indacene-3a(1H)-carboxylic acid diphenylmethyl ester), ClCCCCC (1-chloropentane). The solvent is CN(C=O)C (dimethylformamide). Reaction conditions: time 30 minute. The product is C(CCC)OC1C2OC3OC(OC31)(C2O)OCC23CC1C(CCC1C1(C3(C(=CC2C1)C(C)C)C(=O)O)C=O)C (8a-[[[6-(butoxy)tetrahydro-7-hydroxy-2,5-methanofuro[2,3-d]-1,3-dioxol-2-yl]oxy]methyl]-4-formyl-4,4a,5,6,7,7a,8,8a-octahydro-7-methyl-3-(1 -methylethyl)-1,4-methano-s-indacene-3a(1H)-carboxylic acid). RXN SMILES: C1(C([O:14][C:15]([C:17]23[C:28]4([CH:30]=[O:31])[CH2:29][CH:20]([C:21]2([CH2:33][O:34][C:35]25[CH:44]([O:45][Si](C(C)(C)C)(C)C)[CH:41]6[CH:42]([OH:43])[CH:37]([CH:38]([O:40]6)[O:39]2)[O:36]5)[CH2:22][CH:23]2[CH:27]4[CH2:26][CH2:25][CH:24]2[CH3:32])[CH:19]=[C:18]3[CH:53]([CH3:55])[CH3:54])=[O:16])C2C=CC=CC=2)C=CC=CC=1.[H-].[Na+].Cl[CH2:59][CH2:60][CH2:61][CH2:62]C>CN(C)C=O>[CH2:59]([O:43][CH:42]1[CH:37]2[CH:38]3[O:39][C:35]([O:34][CH2:33][C:21]45[CH:20]6[CH2:29][C:28]([CH:30]=[O:31])([C:17]4([C:15]([OH:14])=[O:16])[C:18]([CH:53]([CH3:55])[CH3:54])=[CH:19]6)[CH:27]4[CH:23]([CH:24]([CH3:32])[CH2:25][CH2:26]4)[CH2:22]5)([CH:44]([OH:45])[CH:41]1[O:40]3)[O:36]2)[CH2:60][CH2:61][CH3:62] |f:1.2|. Procedure: 50 mg of compound (6) was dissolved in 0.5 ml of dry dimethylformamide under a nitrogen atmosphere and mixed with about 5 mg of sodium hydride under cooling with ice. After 30 minutes, 78.7 μl of 1-chloropentane was added, and the reaction solution was stirred at room temperature for 4 hours. Then, the reaction solution was charged onto a silica gel column (Kieselgel 60, Merck, 1.0φ×30 cm) and eluted with n-hexane-ethyl acetate (5:1). The fraction containing the desired product was concentrated ... The solvent is C(Cl)Cl (CH2Cl2), C(=O)(C(F)(F)F)O (TFA). Conditions: time 2.5 hour. Starting materials: C(C)(C)(C)OC(=O)NCC(=O)NC=1C=CC(=C(C(=O)OC)C1)O (methyl 5-(2-(tert-butoxycarbonylamino)acetamido)-2-hydroxybenzoate). As a reaction SMILES: C(OC([NH:8][CH2:9][C:10]([NH:12][C:13]1[CH:14]=[CH:15][C:16]([OH:23])=[C:17]([CH:22]=1)[C:18]([O:20][CH3:21])=[O:19])=[O:11])=O)(C)(C)C>C(Cl)Cl.C(O)(C(F)(F)F)=O>[NH2:8][CH2:9][C:10]([NH:12][C:13]1[CH:14]=[CH:15][C:16]([OH:23])=[C:17]([CH:22]=1)[C:18]([O:20][CH3:21])=[O:19])=[O:11]. Procedure: The methyl 5-(2-(tert-butoxycarbonylamino)acetamido)-2-hydroxybenzoate (1.3 g, 4.0 mmol) was dissolved in CH2Cl2 (15 mL) and TFA (8 mL). The reaction was stirred (RT, 2.5 h) and then concentrated to afford methyl 5-(2-aminoacetamido)-2-hydroxybenzoate as a clear oil. [M+H]+=225.1. The oil was dissolved in CH2Cl2 (20 mL) and to this was added DHA (1.3 g, 4.0 mmol), EDCI (0.84 g, 4.4 mmol) and triethylamine (2.0 g, 20.0 mmol). The reaction was stirred (RT, 4 h) and then partitioned between CH2Cl2 ... Product: NCC(=O)NC=1C=CC(=C(C(=O)OC)C1)O (methyl 5-(2-aminoacetamido)-2-hydroxybenzoate). Starting materials: FC(C(=O)[O-])(F)F.C(C)(=O)O[C@@]1(C(OCC2=C1C=C1C=3N=C4C(=C(C3CN1C2=O)CC[Si](CCC[NH3+])(C)C)C=CC=C4)=O)CC (trifluoroacetate (4S)-3-{[2-(4-acetoxy-4-ethyl-3,13-dioxo-3,4,12,13-tetrahydro-1H-2-oxa-6,12a-diaza-dibenzo[b,h]fluoren-11-yl)-ethyl]-dimethylsilanyl}-propylammonium), C(C)N(C(=O)Cl)CC (diethylcarbamyl chloride). Product: C(C)N(C(NCCC[Si](CCC1=C2C(=NC=3C4=CC5=C(C(N4CC13)=O)COC([C@@]5(CC)OC(C)=O)=O)C=CC=C2)(C)C)=O)CC (acetic acid (4S)-11-(2-{[3-(3,3-diethylureido)-propyl]-dimethylsilanyl}-ethyl)-4-ethyl-3,13-dioxo-3,4,12,13-tetrahydro-1H-2-oxa-6,12a-diaza-dibenzo[b,h]fluoren-4-yl ester). As a reaction SMILES: FC(F)(F)C([O-])=O.[C:8]([O:11][C@@:12]1([CH2:44][CH3:45])[C:17]2[CH:18]=[C:19]3[N:27]([C:28](=[O:29])[C:16]=2[CH2:15][O:14][C:13]1=[O:43])[CH2:26][C:25]1[C:24]([CH2:30][CH2:31][Si:32]([CH3:38])([CH3:37])[CH2:33][CH2:34][CH2:35][NH3+:36])=[C:23]2[CH:39]=[CH:40][CH:41]=[CH:42][C:22]2=[N:21][C:20]3=1)(=[O:10])[CH3:9].[CH2:46]([N:48]([CH2:52][CH3:53])[C:49](Cl)=[O:50])[CH3:47]>>[CH2:46]([N:48]([CH2:52][CH3:53])[C:49](=[O:50])[NH:36][CH2:35][CH2:34][CH2:33][Si:32]([CH3:37])([CH3:38])[CH2:31][CH2:30][C:24]1[C:25]2[CH2:26][N:27]3[C:19](=[CH:18][C:17]4[C@@:12]([O:11][C:8](=[O:10])[CH3:9])([CH2:44][CH3:45])[C:13](=[O:43])[O:14][CH2:15][C:16]=4[C:28]3=[O:29])[C:20]=2[N:21]=[C:22]2[CH:42]=[CH:41][CH:40]=[CH:39][C:23]=12)[CH3:47] |f:0.1|. Reported procedure: The required product was prepared according to Procedure E, above, using Compound 21 and diethylcarbamyl chloride. The required product was obtained in 70% yield.